From a dataset of the Open Reaction Database (ORD), a public repository of structured organic reaction records. describe an organic reaction: reactants, conditions, products, and yield The reactants are [H-].C(C(C)C)[Al+]CC(C)C (diisobutylaluminum hydride), FC(OC1=CC=C(C=C1)NC(=O)N1N=C(C(C1)N(C(=O)OC)C)C1=CC=C(C=C1)OCCC)(F)F (N-(4-trifluoromethoxyphenyl)-3-(4-propoxyphenyl)-4-(N-methyl-N-(methoxycarbonyl)amino)-4,5-dihydro-1H-pyrazole-1-carboxamide), [H-].C(C(C)C)[Al+]CC(C)C (DIBAL-H). The solvent is O1CCCC1 (THF), O1CCCC1 (tetrahydrofuran). Reaction conditions: temperature 20 celsius, time 5 hour. Product: FC(OC1=CC=C(C=C1)NC(=O)N1NC(C(C1)N(C(=O)OC)C)C1=CC=C(C=C1)OCCC)(F)F (N-(4-trifluoromethoxyphenyl)-3-(4-propoxyphenyl)-4-(N-methyl-N-(methoxycarbonyl)amino)-2,3,4,5-tetrahydro-1H-pyrazole-1-carboxamide). Reaction SMILES: [F:1][C:2]([F:35])([F:34])[O:3][C:4]1[CH:9]=[CH:8][C:7]([NH:10][C:11]([N:13]2[CH2:17][CH:16]([N:18]([CH3:23])[C:19]([O:21][CH3:22])=[O:20])[C:15]([C:24]3[CH:29]=[CH:28][C:27]([O:30][CH2:31][CH2:32][CH3:33])=[CH:26][CH:25]=3)=[N:14]2)=[O:12])=[CH:6][CH:5]=1.[H-].C([Al+]CC(C)C)C(C)C>O1CCCC1>[F:35][C:2]([F:1])([F:34])[O:3][C:4]1[CH:9]=[CH:8][C:7]([NH:10][C:11]([N:13]2[CH2:17][CH:16]([N:18]([CH3:23])[C:19]([O:21][CH3:22])=[O:20])[CH:15]([C:24]3[CH:29]=[CH:28][C:27]([O:30][CH2:31][CH2:32][CH3:33])=[CH:26][CH:25]=3)[NH:14]2)=[O:12])=[CH:6][CH:5]=1 |f:1.2|. Procedure: To 5.2 grams (g) (10.6 mmole) of N-(4-trifluoromethoxyphenyl)-3-(4-propoxyphenyl)-4-(N-methyl-N-(methoxycarbonyl)amino)-4,5-dihydro-1H-pyrazole-1-carboxamide in 50 ml of tetrahydrofuran (THF) that had been cooled under a nitrogen atmosphere to -75° C. was added 28 ml of 1.0M diisobutylaluminum hydride (DIBAL-H) in THF. The reaction mixture was warmed to 20° C. and stirred for 5 hours. An additional 6 ml of the 1.0M DIBAL-H solution was added. After stirring at 20° C. overnight, the mixture was c... Starting materials: C1(CC1)C(CC#N)=O (β-cyclopropyl-β-oxopropionitrile), C(C=C)N=C=O (allylisocyanate). Product: C(C=C)NC(=O)C(C#N)C(=O)C1CC1 (α-Allylcarbamoyl-β-cyclopropyl-β-oxopropionitrile). The yield is 79.6%. RXN SMILES: [CH:1]1([C:4](=[O:8])[CH2:5][C:6]#[N:7])[CH2:3][CH2:2]1.[CH2:9]([N:12]=[C:13]=[O:14])[CH:10]=[CH2:11]>>[CH2:9]([NH:12][C:13]([CH:5]([C:4]([CH:1]1[CH2:3][CH2:2]1)=[O:8])[C:6]#[N:7])=[O:14])[CH:10]=[CH2:11]. Reported procedure: When β-cyclopropyl-β-oxopropionitrile (2,.00 g, 18.3 mmoles) [prepared in Example 1, Step A]was reacted with allylisocyanate (1.60 g, 19.2 mmoles) according to the general procedure of Example 1, Sep B, the title compound (2.8 g) was obtained as a white solid after recrystallization from 30% aqueous ethanol, m.p. 72°-73.5° C.